This data is from the Open Reaction Database (ORD), a public repository of structured organic reaction records. The task is: describe an organic reaction: reactants, conditions, products, and yield Starting materials: CON=C(C#CC(C)(C)O)C(=O)OC, [Na+], [OH-], Cc1ccccc1C. As a reaction SMILES: [CH3:1][O:2][C:3]([C:4]([C:5]#[C:6][C:7]([OH:8])([CH3:9])[CH3:10])=[N:11][O:12][CH3:13])=[O:14].[Na+:16].[OH-:15].[c:17]1([CH3:18])[c:19]([CH3:20])[cH:21][cH:22][cH:23][cH:24]1>>[CH3:1][O:2][C:3]([C:4]([C:5]#[CH:6])=[N:11][O:12][CH3:13])=[O:14]. Product: C#CC(=NOC)C(=O)OC.